Dataset: the Open Reaction Database (ORD), a public repository of structured organic reaction records. Task: describe an organic reaction: reactants, conditions, products, and yield The reactants are Cl (hydrochloric acid), C(C)OC(=O)C1CN(CCN1C(=O)OC(C)(C)C)C(=O)OC(C)(C)C (1,4-di-tert-butoxycarbonylpiperazine-3-carboxylic acid ethyl ester). Run in C(C)O (ethanol). Reaction conditions: time 3 day. Yields the product C(C)OC(=O)C1CN(CCN1)C(=O)OC(C)(C)C (1-tert-Butoxycarbonylpiperazine-3-carboxylic acid ethyl ester), product. The yield is 49.0%. As a reaction SMILES: Cl.[CH2:2]([O:4][C:5]([CH:7]1[N:12](C(OC(C)(C)C)=O)[CH2:11][CH2:10][N:9]([C:20]([O:22][C:23]([CH3:26])([CH3:25])[CH3:24])=[O:21])[CH2:8]1)=[O:6])[CH3:3]>C(O)C>[CH2:2]([O:4][C:5]([CH:7]1[NH:12][CH2:11][CH2:10][N:9]([C:20]([O:22][C:23]([CH3:24])([CH3:26])[CH3:25])=[O:21])[CH2:8]1)=[O:6])[CH3:3]. Procedure: Concentrated hydrochloric acid (5 mL) was added to the above-obtained 1,4-di-tert-butoxycarbonylpiperazine-3-carboxylic acid ethyl ester (5.5 g) in ethanol (50 mL), followed by stirring at room temperature for 3 days. The solvent of the reaction mixture was removed under reduced pressure, to thereby give piperazine-2-carboxylic acid ethyl ester hydrochloride (3.4 g, 95.7%). Under cooling with ice, triethylamine (5 mL) and 2-(tert-butoxycarbonyloxyimino)-2-phenylacetonitrile (4.0 g) were added to... Reported procedure: A 100 mL 4-neck flask equipped with a stirrer, condenser, thermometer, gas inlet and oil bath was charged with 34.8 g of methyl α-(hydroxymethyl)acrylate, 3.4 g of 1,4-diazabicyclo[2.2.2]octane, and 0.02 g of 4-hydroxy-2,2,6,6-tetramethyl-1-oxyl as the polymerization inhibitor. Next, the temperature was raised to 95° C. and 26.2 g of allyl alcohol was added dropwise over 8 hours while stirring and blowing air into the reaction mixture, after which the reaction was continued for another 8 hours. ... Product: C(C=C)OCC(C(=O)OC)=C (methyl α(allyloxymethyl)acrylate), allyl ester, OCC(C(=O)OC)=C (methyl α-(hydroxymethyl)acrylate). Reactants: C(C=C)O (allyl alcohol), OCC(C(=O)OC)=C (methyl α-(hydroxymethyl)acrylate), N12CCN(CC1)CC2 (1,4-diazabicyclo[2.2.2]octane), OCC(C(=O)OC)=C (methyl α-(hydroxymethyl)acrylate). Conditions: temperature 95 celsius, time 8 hour. Reaction SMILES: [OH:1][CH2:2][C:3](=[CH2:8])[C:4]([O:6][CH3:7])=[O:5].N12CCN(CC1)CC2.[CH2:17](O)[CH:18]=[CH2:19]>>[CH2:19]([O:1][CH2:2][C:3](=[CH2:8])[C:4]([O:6][CH3:7])=[O:5])[CH:18]=[CH2:17].[OH:1][CH2:2][C:3](=[CH2:8])[C:4]([O:6][CH3:7])=[O:5]. Reactants: N (NH3), COC=1C=C2C(=CNC2=CC1)CCN1C(CCCC1=O)=O (N-[2-(5-methoxyindol-3-yl)ethyl]glutarimide), CS(=O)C (DMSO), crude product, Cl (HCl). Reported procedure: 145 mg of N-[2-(5-methoxyindol-3-yl)ethyl]glutarimide are dissolved in DMSO (30 μl) in a round-bottomed flask and concentrated HCl (72 μl) is added with stirring. The mixture is stirred overnight at room temperature. The crude product is neutralized with NH3 and then extracted with EtOAc. After separation on a silica plate, N-[2-(5-methoxy-2-oxo-2,3-dihydroindol-3-yl)ethyl]glutarimide is obtained. Yields the product COC=1C=C2C(C(NC2=CC1)=O)CCN1C(CCCC1=O)=O (N-[2-(5-methoxy-2-oxo-2,3-dihydroindol-3-yl)ethyl]glutarimide). RXN SMILES: [CH3:1][O:2][C:3]1[CH:4]=[C:5]2[C:9](=[CH:10][CH:11]=1)[NH:8][CH:7]=[C:6]2[CH2:12][CH2:13][N:14]1[C:19](=[O:20])[CH2:18][CH2:17][CH2:16][C:15]1=[O:21].Cl.N.CS(C)=[O:26]>>[CH3:1][O:2][C:3]1[CH:4]=[C:5]2[C:9](=[CH:10][CH:11]=1)[NH:8][C:7](=[O:26])[CH:6]2[CH2:12][CH2:13][N:14]1[C:15](=[O:21])[CH2:16][CH2:17][CH2:18][C:19]1=[O:20]. The reactants are [N+](=O)(O)[O-].NNC(=N)N (aminoguanidine nitrate), compound, ClC1=CC=C(C2=CC=CC=C12)C(=O)OC (Methyl 4-chloro-1-naphthoate), [Na] (sodium). The solvent is CO (methanol). Product: NC1=NNC(=N1)C1=CC=C(C2=CC=CC=C12)Cl (3-Amino-5-(4-chloro-1-naphthyl)-1H-1,2,4-triazol). RXN SMILES: [Cl:1][C:2]1[C:11]2[C:6](=[CH:7][CH:8]=[CH:9][CH:10]=2)[C:5]([C:12](OC)=O)=[CH:4][CH:3]=1.[Na].[N+]([O-])(O)=O.[NH2:21][NH:22][C:23]([NH2:25])=[NH:24]>CO>[NH2:25][C:23]1[N:24]=[C:12]([C:5]2[C:6]3[C:11](=[CH:10][CH:9]=[CH:8][CH:7]=3)[C:2]([Cl:1])=[CH:3][CH:4]=2)[NH:21][N:22]=1 |f:2.3,^1:15|. Procedure details: The synthesis method of Example 7-(2) was applied. The compound (1.90 g) obtained in (3) above, methanol (20 ml), metallic sodium (810 mg) and aminoguanidine nitrate (4.8 g) were used as reagents to give a brown solid (2.27 g). The obtained compound was used as it was in the next reaction. Reactants: C(C)(=O)N1C(C(C2=CC=C(C=C12)C(F)(F)F)=C(C1=CC=CC=C1)Cl)=O (1-acetyl-3-(1-chloro-1-phenyl-methylidene)-6-trifluoromethyl-2-indolinone), CN(CCN(C1=CC=C(C=C1)N)S(=O)(=O)C)C (N-(2-dimethylamino-ethyl)-N-methylsulphonyl-p-phenylenediamine). The product is CN(CCN(S(=O)(=O)C)C1=CC=C(N\C(\C2=CC=CC=C2)=C\2/C(NC3=CC(=CC=C23)C(F)(F)F)=O)C=C1)C (3-(Z)-(1-{4-[N-(2-dimethylamino-ethyl)-N-methylsulphonyl-amino]-anilino}-1-phenyl-methylidene)-6-trifluoromethyl-2-indolinone). As a reaction SMILES: C([N:4]1[C:12]2[C:7](=[CH:8][CH:9]=[C:10]([C:13]([F:16])([F:15])[F:14])[CH:11]=2)[C:6](=[C:17](Cl)[C:18]2[CH:23]=[CH:22][CH:21]=[CH:20][CH:19]=2)[C:5]1=[O:25])(=O)C.[CH3:26][N:27]([CH3:42])[CH2:28][CH2:29][N:30]([S:38]([CH3:41])(=[O:40])=[O:39])[C:31]1[CH:36]=[CH:35][C:34]([NH2:37])=[CH:33][CH:32]=1>>[CH3:26][N:27]([CH3:42])[CH2:28][CH2:29][N:30]([C:31]1[CH:32]=[CH:33][C:34]([NH:37]/[C:17](=[C:6]2\[C:5](=[O:25])[NH:4][C:12]3[C:7]\2=[CH:8][CH:9]=[C:10]([C:13]([F:14])([F:15])[F:16])[CH:11]=3)/[C:18]2[CH:19]=[CH:20][CH:21]=[CH:22][CH:23]=2)=[CH:35][CH:36]=1)[S:38]([CH3:41])(=[O:40])=[O:39]. Procedure details: Prepared from 1-acetyl-3-(1-chloro-1-phenyl-methylidene)-6-trifluoromethyl-2-indolinone and N-(2-dimethylamino-ethyl)-N-methylsulphonyl-p-phenylenediamine The reactants are C1CCOC1, CO, CN(CCC(OCC#N)c1cccc(Cl)c1)C(=O)OC(C)(C)C. Product: CN(CCC(OCCN)c1cccc(Cl)c1)C(=O)OC(C)(C)C. RXN SMILES: [CH2:26]1[O:27][CH2:28][CH2:29][CH2:30]1.[CH3:24][OH:25].[Cl:1][c:2]1[cH:3][c:4]([CH:8]([CH2:9][CH2:10][N:11]([C:12]([O:13][C:14]([CH3:15])([CH3:16])[CH3:17])=[O:18])[CH3:19])[O:20][CH2:21][C:22]#[N:23])[cH:5][cH:6][cH:7]1>>[Cl:1][c:2]1[cH:3][c:4]([CH:8]([CH2:9][CH2:10][N:11]([C:12]([O:13][C:14]([CH3:15])([CH3:16])[CH3:17])=[O:18])[CH3:19])[O:20][CH2:21][CH2:22][NH2:23])[cH:5][cH:6][cH:7]1. Starting materials: CO, Cc1ccc2oc(=O)[nH]c2c1, O=[N+]([O-])O. Yields the product Cc1cc2[nH]c(=O)oc2cc1N. RXN SMILES: [CH3:16][OH:17].[CH3:1][c:2]1[cH:3][cH:4][c:5]2[c:6]([nH:7][c:8](=[O:10])[o:9]2)[cH:11]1.[OH:12][N+:13](=[O:14])[O-:15]>>[CH3:1][c:2]1[c:3]([NH2:13])[cH:4][c:5]2[c:6]([nH:7][c:8](=[O:10])[o:9]2)[cH:11]1.